This data is from the Open Reaction Database (ORD), a public repository of structured organic reaction records. The task is: describe an organic reaction: reactants, conditions, products, and yield Starting materials: CN1C(=NC=C1C=O)[N+](=O)[O-] (1-methyl-2-nitro-5-imidazolecarboxaldehyde), Cl (hydrochloric acid), [BH4-].[Na+] (NaBH4), [BH4-].[Na+] (NaBH4). The solvent is C(C)O (ethanol), C(C)O (ethanol). Conditions: temperature 0 celsius, time 15 minute. The product is CN1C(=NC=C1CO)[N+](=O)[O-] (1-Methyl-2-nitro-5-hydroxymethylimidazole). Reaction SMILES: [CH3:1][N:2]1[C:6]([CH:7]=[O:8])=[CH:5][N:4]=[C:3]1[N+:9]([O-:11])=[O:10].[BH4-].[Na+].Cl>C(O)C>[CH3:1][N:2]1[C:6]([CH2:7][OH:8])=[CH:5][N:4]=[C:3]1[N+:9]([O-:11])=[O:10] |f:1.2|. Procedure: To a solution of 1.55 g. of 1-methyl-2-nitro-5-imidazolecarboxaldehyde in 200 ml. of ethanol, a solution of 1.9 g. of NaBH4 in 150 ml. of ethanol is added at about -4° C. After stirring for 15 minutes at 0° C., the excess of NaBH4 is decomposed with 10% hydrochloric acid and the reaction mixture is filtered. the residue, which is obtained by evaporation of the filtrate, is crystallized from acetone and yield 1 g. of the title product which melts at 142°-144° C. Reactants: BrCCCCl (1-bromo-3-chloropropane), II (I2), FC=1C(=NC(=NC1)O[Si](C)(C)C)O[Si](C)(C)C (5-fluoro-2,4-bis[(trimethylsilyl)oxy]pyrimidine), [OH-].[Na+] (NaOH). The solvent is ClCCCl (1,2-dichloroethane), O (water). Product: ClCCCN1C(NC(C(=C1)F)=O)=O (1-(3-chloropropyl)-5-fluoro-2,4(1H,3H)-pyrimidinedione). As a reaction SMILES: [F:1][C:2]1[C:3]([O:13][Si](C)(C)C)=[N:4][C:5]([O:8][Si](C)(C)C)=[N:6][CH:7]=1.Br[CH2:19][CH2:20][CH2:21][Cl:22].II.[OH-].[Na+]>ClCCCl.O>[Cl:22][CH2:21][CH2:20][CH2:19][N:6]1[CH:7]=[C:2]([F:1])[C:3](=[O:13])[NH:4][C:5]1=[O:8] |f:3.4|. Procedure: A mixture of 5-fluoro-2,4-bis[(trimethylsilyl)oxy]pyrimidine (1 g, commercially available from Lancaster), 1-bromo-3-chloropropane (0.44 mL) and I2 (10 mg) in 1,2-dichloroethane (10 mL) was heated to reflux for 30 h. Then the reaction mixture was treated with water and the pH was brought to 7 using aqueous 6N NaOH solution, the mixture was extracted twice with DCM, the organic phase dried over Na2SO4 and the solvent evaporated under reduced pressure. The crude product was purified by flash chrom... Starting materials: 0.482, CCCCCC.C(C)(CC)[Li] (secondary butyllithium n-hexane), C(C1=CC=CC=C1)(=O)C1=CC=C(C=C1)C1=CC=C(C=C1)C(C1=CC=CC=C1)=O (4,4'-dibenzoyl-1,1'-biphenyl), C1(=CC=CC=C1)C(=C)C1=CC=C(C=C1)C1=CC=C(C=C1)C(=C)C1=CC=CC=C1 (4,4'-bis(1-phenylethenyl)1,1'-biphenyl), C(CCC)[Li] (n-butyllithium). Product: C1(=CC=CC=C1)C(=C)C1=CC=C(C=C1)C1=CC=C(C=C1)C(=C)C1=CC=CC=C1 (4,4'-bis(1-phenylethenyl)1,1'-biphenyl), C(C)(CC)[Li] (sec-butyllithium). Conditions: temperature 22 celsius. Reagents/catalysts: [Br-].C[P+](C1=CC=CC=C1)(C1=CC=CC=C1)C1=CC=CC=C1 (methyltriphenylphosphonium bromide). Procedure: 10.6 millimoles of n-butyllithium as a 0.53 Normal solution in benzene was admixed with 4.06 grams of methyltriphenylphosphonium bromide dissolved in 50 milliliters of tetrahydrofuran in a nitrogen-purged glass reaction vessel and the vessel maintained at ambient temperature (about 22° C.) for a period of 2 hours. A suspension of 2.05 grams of Compound VI in 30 milliliters of tetrahydrofuran was added to the reaction mixture. The reaction vessel was maintained at room temperature for a period of... Reaction SMILES: C([Li])CCC.C(C1C=CC(C2C=CC(C(=O)C3C=CC=CC=3)=CC=2)=CC=1)(=O)C1C=CC=CC=1.[C:34]1([C:40]([C:42]2[CH:47]=[CH:46][C:45]([C:48]3[CH:53]=[CH:52][C:51]([C:54]([C:56]4[CH:61]=[CH:60][CH:59]=[CH:58][CH:57]=4)=[CH2:55])=[CH:50][CH:49]=3)=[CH:44][CH:43]=2)=[CH2:41])[CH:39]=[CH:38][CH:37]=[CH:36][CH:35]=1.CCCCCC.[CH:68]([Li:72])([CH2:70][CH3:71])[CH3:69]>C1C=CC=CC=1.[Br-].C[P+](C1C=CC=CC=1)(C1C=CC=CC=1)C1C=CC=CC=1.O1CCCC1>[C:56]1([C:54]([C:51]2[CH:52]=[CH:53][C:48]([C:45]3[CH:44]=[CH:43][C:42]([C:40]([C:34]4[CH:39]=[CH:38][CH:37]=[CH:36][CH:35]=4)=[CH2:41])=[CH:47][CH:46]=3)=[CH:49][CH:50]=2)=[CH2:55])[CH:57]=[CH:58][CH:59]=[CH:60][CH:61]=1.[CH:68]([Li:72])([CH2:70][CH3:71])[CH3:69] |f:3.4,6.7|. The solvent is O1CCCC1 (tetrahydrofuran), C1=CC=CC=C1 (benzene), O1CCCC1 (tetrahydrofuran), C1=CC=CC=C1 (benzene). Starting materials: ClC=1C2=C(C3=C(C(=NO3)C3=C(C=CC=C3)Cl)C1)CC(O2)CO (5-chloro-3-(2-chlorophenyl)-7,8-dihydrofuro[2,3-g]-1,2-benzisoxazole-7-methanol), O (water), S(O)(O)(=O)=O (sulfuric acid). Reagents/catalysts: [O-2].[Cr+6].[O-2].[O-2] (chromium (VI) oxide). Run in CC(=O)C (acetone). Run at time 8 hour. The product is ClC=1C2=C(C3=C(C(=NO3)C3=C(C=CC=C3)Cl)C1)CC(O2)C(=O)O (5-chloro-3-(2-chlorophenyl)-7,8-dihydrofuro[2,3-g]-1,2-benzisoxazole-7-carboxylic acid). Yield: 55.5%. Reaction SMILES: [Cl:1][C:2]1[C:3]2[O:20][CH:19]([CH2:21][OH:22])[CH2:18][C:4]=2[C:5]2[O:9][N:8]=[C:7]([C:10]3[CH:15]=[CH:14][CH:13]=[CH:12][C:11]=3[Cl:16])[C:6]=2[CH:17]=1.O.S(=O)(=O)(O)[OH:25]>CC(C)=O.[O-2].[Cr+6].[O-2].[O-2]>[Cl:1][C:2]1[C:3]2[O:20][CH:19]([C:21]([OH:25])=[O:22])[CH2:18][C:4]=2[C:5]2[O:9][N:8]=[C:7]([C:10]3[CH:15]=[CH:14][CH:13]=[CH:12][C:11]=3[Cl:16])[C:6]=2[CH:17]=1 |f:4.5.6.7|. Reported procedure: A portion (4.5 g) of the 5-chloro-3-(2-chlorophenyl)7,8-dihydrofuro[2,3-g]-1,2-benzisoxazole-7-methanol prepared in Example 13 was dissolved in 200 ml of acetone. To the stirred solution, a mixture of chromium (VI) oxide (4.9 g), water (10 ml) and concentrated sulfuric acid (6.9 g) was added dropwise over time, and the resulting mixture was stirred for 8 hours at room temperature. The insolubles were filtered off by suction. After distilling off the acetone, water was added to the residue and th... Reactants: C(=O)(O)[O-].[Na+] (NaHCO3), BrC=1C=C(C=O)C=CC1OC (3-bromo-4-methoxy benzaldehyde), C(CO)O (ethylene glycol), C1(=CC=C(C=C1)S(=O)(=O)O)C (p-toluene sulfonic acid). The solvent is C1=CC=CC=C1 (benzene), O (water). The product is BrC=1C=C(C=CC1OC)C1OCCO1 (2-(3-bromo-4-methoxyphenyl)-1,3-dioxolane). The yield is 92.6%. As a reaction SMILES: [Br:1][C:2]1[CH:3]=[C:4]([CH:7]=[CH:8][C:9]=1[O:10][CH3:11])[CH:5]=[O:6].[CH2:12](O)[CH2:13][OH:14].C1(C)C=CC(S(O)(=O)=O)=CC=1.C([O-])(O)=O.[Na+]>C1C=CC=CC=1.O>[Br:1][C:2]1[CH:3]=[C:4]([CH:5]2[O:14][CH2:13][CH2:12][O:6]2)[CH:7]=[CH:8][C:9]=1[O:10][CH3:11] |f:3.4|. Procedure: A solution of 53.0 g of 3-bromo-4-methoxy benzaldehyde, 18.4 g of ethylene glycol, and 4.24 g of p-toluene sulfonic acid/1 hydrate in benzene was refluxed for 5 hours while taking water out of the system. After the mixture was cooled, the reaction solution was poured into a saturated aqueous solution of NaHCO3, liquid separation was performed, and the aqueous layer was extracted with benzene. The combined organic layer was washed with saturated brine and dried over MgSO4, then, the drying agent ... Starting materials: COC1=C(C=C(C=C1)NS(=O)(=O)C1=C(C2=C(S1)C=CC(=C2)Cl)C)N2CCN(CC2)C (5-chloro-3-methyl-benzo[b]thiophene-2-sulphonic acid[4-methoxy-3-(4-methyl-piperazin-1-yl)phenyl]amide). The solvent is ClCCCl (1,2 dichloroethane). Yields the product OC1=C(C=C(C=C1)NS(=O)(=O)C1=C(C2=C(S1)C=CC(=C2)Cl)C)N2CCN(CC2)C (5-Chloro-3-methyl-benzo[b]thiophene-2-sulphonic acid[4-hydroxy-3-(4-methyl-piperazin-1-yl)-phenyl]-amide). RXN SMILES: C[O:2][C:3]1[CH:8]=[CH:7][C:6]([NH:9][S:10]([C:13]2[S:17][C:16]3[CH:18]=[CH:19][C:20]([Cl:22])=[CH:21][C:15]=3[C:14]=2[CH3:23])(=[O:12])=[O:11])=[CH:5][C:4]=1[N:24]1[CH2:29][CH2:28][N:27]([CH3:30])[CH2:26][CH2:25]1>ClCCCl>[OH:2][C:3]1[CH:8]=[CH:7][C:6]([NH:9][S:10]([C:13]2[S:17][C:16]3[CH:18]=[CH:19][C:20]([Cl:22])=[CH:21][C:15]=3[C:14]=2[CH3:23])(=[O:12])=[O:11])=[CH:5][C:4]=1[N:24]1[CH2:29][CH2:28][N:27]([CH3:30])[CH2:26][CH2:25]1. Reported procedure: To a suspension of boron tribromide dimethyl sulphide complex (620 mg, 2 mmol) in 1,2 dichloroethane (30 ml) under argon was added 5-chloro-3-methyl-benzo[b]thiophene-2-sulphonic acid[4-methoxy-3-(4-methyl-piperazin-1-yl)phenyl]amide (E17) (0.2 mmol). The reaction mixture was heated to reflux for 12 hrs, cooled, quenched by the addition of water (20 ml) and partitioned between saturated aqueous sodium bicarbonate and dichloromethane. The organic phase was dried over sodium sulphate and concentra... Starting materials: [C-]#N, [C-]#N, CN(C)C=O, CCOC(C)=O, [Zn+2], c1ccc(P(c2ccccc2)(c2ccccc2)[Pd](P(c2ccccc2)(c2ccccc2)c2ccccc2)(P(c2ccccc2)(c2ccccc2)c2ccccc2)P(c2ccccc2)(c2ccccc2)c2ccccc2)cc1, COC(=O)c1cc(I)cc(-c2nc(-c3ccccn3)no2)c1. Product: COC(=O)c1cc(C#N)cc(-c2nc(-c3ccccn3)no2)c1. RXN SMILES: [C-:34]#[N:35].[C-:37]#[N:38].[CH3:23][N:24]([CH3:25])[CH:26]=[O:27].[CH3:28][CH2:29][O:30][C:31](=[O:32])[CH3:33].[Zn+2:36].[cH:39]1[cH:40][cH:41][c:42]([P:43]([Pd:44]([P:45]([c:46]2[cH:47][cH:48][cH:49][cH:50][cH:51]2)([c:52]2[cH:53][cH:54][cH:55][cH:56][cH:57]2)[c:58]2[cH:59][cH:60][cH:61][cH:62][cH:63]2)([P:64]([c:65]2[cH:66][cH:67][cH:68][cH:69][cH:70]2)([c:71]2[cH:72][cH:73][cH:74][cH:75][cH:76]2)[c:77]2[cH:78][cH:79][cH:80][cH:81][cH:82]2)[P:83]([c:84]2[cH:85][cH:86][cH:87][cH:88][cH:89]2)([c:90]2[cH:91][cH:92][cH:93][cH:94][cH:95]2)[c:96]2[cH:97][cH:98][cH:99][cH:100][cH:101]2)([c:102]2[cH:103][cH:104][cH:105][cH:106][cH:107]2)[c:108]2[cH:109][cH:110][cH:111][cH:112][cH:113]2)[cH:114][cH:115]1.[n:1]1[c:2](-[c:7]2[n:8][o:9][c:10](-[c:12]3[cH:13][c:14]([I:22])[cH:15][c:16]([C:18](=[O:19])[O:20][CH3:21])[cH:17]3)[n:11]2)[cH:3][cH:4][cH:5][cH:6]1>>[n:1]1[c:2](-[c:7]2[n:8][o:9][c:10](-[c:12]3[cH:13][c:14]([C:23]#[N:24])[cH:15][c:16]([C:18](=[O:19])[O:20][CH3:21])[cH:17]3)[n:11]2)[cH:3][cH:4][cH:5][cH:6]1.